This data is from the Open Reaction Database (ORD), a public repository of structured organic reaction records. The task is: describe an organic reaction: reactants, conditions, products, and yield Reaction conditions: temperature 100 celsius, time 2 hour. Reaction SMILES: [C:1]([NH:3][C:4]([NH:7][CH2:8][CH2:9][S:10][CH2:11][C:12](=O)[CH:13]([NH:15][CH:16]=O)[CH3:14])=[N:5][CH3:6])#[N:2].C([O-])=O.[NH4+].C([O-])([O-])OC.O.O.O.O.P([O-])([O-])(O)=O.[NH4+].[Na+].C([NH2:41])=O>>[C:1]([NH:3][C:4]([NH:5][CH3:6])=[N:7][CH2:8][CH2:9][S:10][CH2:11][C:12]1[N:41]=[CH:16][NH:15][C:13]=1[CH3:14])#[N:2] |f:1.2,4.5.6.7.8.9.10|. Product: C(#N)NC(=NCCSCC=1N=CNC1C)NC (N-cyano-N'-methyl-N"-[2-{(5-methyl-1H-imidazol-4-yl)methylthio}ethyl]guanidine). Procedure details: To 136 mg of N-cyano-N'-[2-(3-formylamino-2-oxobutylthio)ethyl]-N"-methylguanidine, 320 mg of amonium formate, 0.6 ml of methyl orthoformate and 209 mg of sodium ammonium hydrogenphosphate tetrahydrate was added 2.5 ml of formamide, and the mixture was stirred at 100° C. for 2 hours. The reaction mixture was cooled and insoluble substances were removed, and the solvent was removed under reduced pressure and the obtained residue was refined by silica gel column chromatography (eluting solvent: ch... Starting materials: C(#N)NC(=NC)NCCSCC(C(C)NC=O)=O (N-cyano-N'-[2-(3-formylamino-2-oxobutylthio)ethyl]-N"-methylguanidine), C(=O)[O-].[NH4+] (amonium formate), C(OC)([O-])[O-] (methyl orthoformate), O.O.O.O.P(=O)(O)([O-])[O-].[NH4+].[Na+] (sodium ammonium hydrogenphosphate tetrahydrate), C(=O)N (formamide). The yield is 87.0%. Starting materials: O=C(CBr)c1ccccc1, CC(C)=CCn1c(Br)nc2c1c(=O)[nH]c(=O)n2C, O=C([O-])[O-], [K+], [K+], CN(C)C=O, O. Reaction SMILES: [Br:19][CH2:20][C:21](=[O:22])[c:23]1[cH:24][cH:25][cH:26][cH:27][cH:28]1.[Br:1][c:2]1[n:3][c:4]2[n:5]([CH3:18])[c:6](=[O:17])[nH:7][c:8](=[O:16])[c:9]2[n:10]1[CH2:11][CH:12]=[C:13]([CH3:14])[CH3:15].[C:29](=[O:30])([O-:31])[O-:32].[K+:33].[K+:34].[O:35]=[CH:36][N:37]([CH3:38])[CH3:39].[OH2:40]>>[Br:1][c:2]1[n:3][c:4]2[n:5]([CH3:18])[c:6](=[O:17])[n:7]([CH2:20][C:21](=[O:22])[c:23]3[cH:24][cH:25][cH:26][cH:27][cH:28]3)[c:8](=[O:16])[c:9]2[n:10]1[CH2:11][CH:12]=[C:13]([CH3:14])[CH3:15]. Product: CC(C)=CCn1c(Br)nc2c1c(=O)n(CC(=O)c1ccccc1)c(=O)n2C. Product: O=C1CCC(N2C(=O)c3cccc(OCc4ccc(CN5CCc6ccccc6C5)cc4)c3C2=O)C(=O)N1. Reaction SMILES: [Br:4][CH2:5][c:6]1[cH:7][cH:8][c:9]([CH2:10][O:11][c:12]2[c:13]3[c:17]([cH:18][cH:19][cH:20]2)[C:16](=[O:21])[N:15]([CH:22]2[C:23](=[O:29])[NH:24][C:25](=[O:28])[CH2:26][CH2:27]2)[C:14]3=[O:30])[cH:31][cH:32]1.[CH2:33]1[NH:34][CH2:35][CH2:36][c:37]2[cH:38][cH:39][cH:40][cH:41][c:42]21.[CH2:43]([N:44]([CH:45]([CH3:46])[CH3:47])[CH:48]([CH3:49])[CH3:50])[CH3:51].[Cl:1][CH2:2][Cl:3].[OH2:52]>>[CH2:5]([c:6]1[cH:7][cH:8][c:9]([CH2:10][O:11][c:12]2[c:13]3[c:17]([cH:18][cH:19][cH:20]2)[C:16](=[O:21])[N:15]([CH:22]2[C:23](=[O:29])[NH:24][C:25](=[O:28])[CH2:26][CH2:27]2)[C:14]3=[O:30])[cH:31][cH:32]1)[N:34]1[CH2:33][c:42]2[c:37]([cH:38][cH:39][cH:40][cH:41]2)[CH2:36][CH2:35]1. Reactants: O=C1CCC(N2C(=O)c3cccc(OCc4ccc(CBr)cc4)c3C2=O)C(=O)N1, c1ccc2c(c1)CCNC2, CCN(C(C)C)C(C)C, ClCCl, O. Reactants: ClCCl, N, O=S(=O)(Cl)c1cccc2cccnc12. The product is NS(=O)(=O)c1cccc2cccnc12. As a reaction SMILES: [Cl:16][CH2:17][Cl:18].[NH3:15].[n:1]1[cH:2][cH:3][cH:4][c:5]2[cH:6][cH:7][cH:8][c:9]([S:11](=[O:12])(=[O:13])[Cl:14])[c:10]12>>[n:1]1[cH:2][cH:3][cH:4][c:5]2[cH:6][cH:7][cH:8][c:9]([S:11](=[O:12])(=[O:13])[NH2:15])[c:10]12. Reactants: CN(C)c1ccncc1, Cl, OCC1CCC2(CCCC3(C2)OCCO3)C1, Cc1ccc(S(=O)(=O)Cl)cc1, c1ccncc1. Product: Cc1ccc(S(=O)(=O)OCC2CCC3(CCCC4(C3)OCCO4)C2)cc1. Reaction SMILES: [CH3:35][N:36]([CH3:37])[c:38]1[cH:39][cH:40][n:41][cH:42][cH:43]1.[ClH:28].[O:1]1[CH2:2][CH2:3][O:4][C:5]12[CH2:6][C:7]1([CH2:8][CH:9]([CH2:12][OH:13])[CH2:10][CH2:11]1)[CH2:14][CH2:15][CH2:16]2.[c:17]1([CH3:27])[cH:18][cH:19][c:20]([S:23](=[O:24])(=[O:25])[Cl:26])[cH:21][cH:22]1.[cH:29]1[cH:30][cH:31][n:32][cH:33][cH:34]1>>[O:1]1[CH2:2][CH2:3][O:4][C:5]12[CH2:6][C:7]1([CH2:8][CH:9]([CH2:12][O:13][S:23]([c:20]3[cH:19][cH:18][c:17]([CH3:27])[cH:22][cH:21]3)(=[O:24])=[O:25])[CH2:10][CH2:11]1)[CH2:14][CH2:15][CH2:16]2. The reactants are CC(=O)O, Nc1ccc(OC(F)F)cc1, ClI, O. Product: Nc1ccc(OC(F)F)cc1I. RXN SMILES: [C:15]([OH:16])(=[O:17])[CH3:18].[F:1][CH:2]([O:3][c:4]1[cH:5][cH:6][c:7]([NH2:8])[cH:9][cH:10]1)[F:11].[I:12][Cl:13].[OH2:14]>>[F:1][CH:2]([O:3][c:4]1[cH:5][cH:6][c:7]([NH2:8])[c:9]([I:12])[cH:10]1)[F:11]. Starting materials: BrC=1C(=NC=C(C1)C1=CC=C(C=C1)Cl)C#C (3-bromo-5-(4-chlorophenyl)-2-ethynylpyridine), BrCl (BrCl), IC1=CC=C(OCCO)C=C1 (2-(4-iodophenoxy)ethanol), BrCl (BrCl). Product: BrC=1C(=NC=C(C1)C1=CC=C(C=C1)Cl)C#CC1=CC=C(OCCO)C=C1 (2-{4-[3-bromo-5-(4-chlorophenyl)pyridin-2-ylethynyl]phenoxy}ethanol). RXN SMILES: [Br:1][C:2]1[C:3]([C:15]#[CH:16])=[N:4][CH:5]=[C:6]([C:8]2[CH:13]=[CH:12][C:11]([Cl:14])=[CH:10][CH:9]=2)[CH:7]=1.I[C:18]1[CH:27]=[CH:26][C:21]([O:22][CH2:23][CH2:24][OH:25])=[CH:20][CH:19]=1.BrCl>>[Br:1][C:2]1[C:3]([C:15]#[C:16][C:18]2[CH:27]=[CH:26][C:21]([O:22][CH2:23][CH2:24][OH:25])=[CH:20][CH:19]=2)=[N:4][CH:5]=[C:6]([C:8]2[CH:13]=[CH:12][C:11]([Cl:14])=[CH:10][CH:9]=2)[CH:7]=1. Procedure: The product was prepared analogously to Example 7.1e starting from 3-bromo-5-(4-chlorophenyl)-2-ethynylpyridine and 2-(4-iodophenoxy)ethanol. Yield: 0.18 g (28% of theoretical); C21H15BrClNO2 (M=428.706); calc.: molpeak (M+H)+: 428/430/432 (BrCl); found: molpeak (M+H)+: 428/430/432 (BrCl). RXN SMILES: [CH3:33][CH2:34][O:35][C:36](=[O:37])[CH3:38].[CH3:39][C:40](=[O:41])[CH3:42].[F:1][c:2]1[cH:3][cH:4][c:5]([C:18](=[O:19])[O:20][CH3:21])[n:6][c:7]1[CH:8]1[CH2:9][CH2:10][C:11]2([O:12][CH2:15][CH2:14][O:13]2)[CH2:16][CH2:17]1.[Na+:32].[O-:28][C:29]([OH:30])=[O:31].[OH2:43].[OH:22][C:23]([C:24](=[O:25])[OH:26])=[O:27]>>[F:1][c:2]1[cH:3][cH:4][c:5]([C:18](=[O:19])[O:20][CH3:21])[n:6][c:7]1[CH:8]1[CH2:9][CH2:10][C:11](=[O:12])[CH2:16][CH2:17]1. Yields the product COC(=O)c1ccc(F)c(C2CCC(=O)CC2)n1. Reactants: CCOC(C)=O, CC(C)=O, COC(=O)c1ccc(F)c(C2CCC3(CC2)OCCO3)n1, [Na+], O=C([O-])O, O, O=C(O)C(=O)O. Procedure: A 4M solution of HCl in dioxane (3 ml) was added to a solution of tert-butyl [5-(4-{2-[(aminocarbonyl)amino]ethoxy}-phenyl)-1-(4-methoxyphenyl)-1H-pyrazol-3-yl]carbamate (478 mg) in CH2Cl2 (3 ml) The reaction mixture was stirred at ambient temperature for 5 hours and concentrated in vacuo. The residue was partitioned between CDCl3 and saturated aqueous sodium bicarbonate solution. The aq layer was reextrated with CHCl3. The combined organic layer was dried over magnesium sulfate, and concentrate... Yield: 130.2%. Conditions: time 5 hour. Reaction SMILES: Cl.[NH2:2][C:3]([NH:5][CH2:6][CH2:7][O:8][C:9]1[CH:14]=[CH:13][C:12]([C:15]2[N:19]([C:20]3[CH:25]=[CH:24][C:23]([O:26][CH3:27])=[CH:22][CH:21]=3)[N:18]=[C:17]([NH:28]C(=O)OC(C)(C)C)[CH:16]=2)=[CH:11][CH:10]=1)=[O:4]>O1CCOCC1.C(Cl)Cl>[NH4+:2].[OH-:4].[NH2:28][C:17]1[CH:16]=[C:15]([C:12]2[CH:13]=[CH:14][C:9]([O:8][CH2:7][CH2:6][NH:5][C:3]([NH2:2])=[O:4])=[CH:10][CH:11]=2)[N:19]([C:20]2[CH:25]=[CH:24][C:23]([O:26][CH3:27])=[CH:22][CH:21]=2)[N:18]=1 |f:4.5|. Starting materials: solution, Cl (HCl), NC(=O)NCCOC1=CC=C(C=C1)C1=CC(=NN1C1=CC=C(C=C1)OC)NC(OC(C)(C)C)=O (tert-butyl [5-(4-{2-[(aminocarbonyl)amino]ethoxy}-phenyl)-1-(4-methoxyphenyl)-1H-pyrazol-3-yl]carbamate). The product is [NH4+].[OH-] (NH4OH), NC1=NN(C(=C1)C1=CC=C(OCCNC(=O)N)C=C1)C1=CC=C(C=C1)OC (N-(2-{4-[3-amino-1-(4-methoxyphenyl)-1H-pyrazol-5-yl]phenoxy}ethyl)urea). Run in O1CCOCC1 (dioxane), C(Cl)Cl (CH2Cl2). The reactants are NC1=CC(=NN1)C1=CC=C(C=C1)C (5-amino-3-(4-methyl-phenyl)-pyrazole), C(CC(=O)Cl)(=O)Cl (malonyl chloride), C(CC(=O)Cl)(=O)Cl (malonyl chloride). The solvent is C(C)#N (acetonitrile), [OH-].[Na+] (sodium hydroxide). Run at time 30 minute. Product: ClC1=NC=2N(C(=C1)Cl)N=C(C2)C2=CC=C(C=C2)C (5,7-Dichloro-2-(4-methylphenyl)-pyrazolo[1,5-a]pyrimidine). Reaction SMILES: [NH2:1][C:2]1[NH:6][N:5]=[C:4]([C:7]2[CH:12]=[CH:11][C:10]([CH3:13])=[CH:9][CH:8]=2)[CH:3]=1.[C:14]([Cl:20])(=O)[CH2:15][C:16]([Cl:18])=O>C(#N)C.[OH-].[Na+]>[Cl:18][C:16]1[CH:15]=[C:14]([Cl:20])[N:6]2[N:5]=[C:4]([C:7]3[CH:12]=[CH:11][C:10]([CH3:13])=[CH:9][CH:8]=3)[CH:3]=[C:2]2[N:1]=1 |f:3.4|. Reported procedure: There was dissolved, in acetonitrile (40 mL), 5-amino-3-(4-methyl-phenyl)-pyrazole (2.00 g, 11.5 mM) in an argon gas atmosphere, malonyl chloride (1.34 mL, 13.8 mM) was added to the resulting solution with ice-cooling and the mixture was stirred at room temperature for 30 minutes. To this reaction liquid, there was added malonyl chloride (134 μL, 1.38 mM) followed by the further stirring of the mixture for 30 minutes. This reaction liquid was diluted with a 1M aqueous sodium hydroxide solution, ...